This data is from the Open Reaction Database (ORD), a public repository of structured organic reaction records. The task is: describe an organic reaction: reactants, conditions, products, and yield Starting materials: CCOC(=O)C=P(c1ccccc1)(c1ccccc1)c1ccccc1, Cc1ccccc1, CC(C)(C)OC(=O)NC1c2cccnc2C(=O)CCC1c1cccc(F)c1F. Product: CCOC(=O)C=C1CCC(c2cccc(F)c2F)C(NC(=O)OC(C)(C)C)c2cccnc21. RXN SMILES: [C:1](=[O:2])([O:3][CH2:4][CH3:5])[CH:6]=[P:7]([c:8]1[cH:9][cH:10][cH:11][cH:12][cH:13]1)([c:14]1[cH:15][cH:16][cH:17][cH:18][cH:19]1)[c:20]1[cH:21][cH:22][cH:23][cH:24][cH:25]1.[CH3:54][c:55]1[cH:56][cH:57][cH:58][cH:59][cH:60]1.[F:26][c:27]1[c:28]([CH:34]2[CH:35]([NH:46][C:47]([O:48][C:49]([CH3:50])([CH3:51])[CH3:52])=[O:53])[c:36]3[c:37]([n:38][cH:39][cH:40][cH:41]3)[C:42](=[O:45])[CH2:43][CH2:44]2)[cH:29][cH:30][cH:31][c:32]1[F:33]>>[C:1](=[O:2])([O:3][CH2:4][CH3:5])[CH:6]=[C:42]1[c:37]2[c:36]([cH:41][cH:40][cH:39][n:38]2)[CH:35]([NH:46][C:47]([O:48][C:49]([CH3:50])([CH3:51])[CH3:52])=[O:53])[CH:34]([c:28]2[c:27]([F:26])[c:32]([F:33])[cH:31][cH:30][cH:29]2)[CH2:44][CH2:43]1. The reactants are CC#N, Cl[Fe](Cl)Cl, N, [Na], Clc1cccc2c(-c3ccccc3)nccc12. Yields the product N#CCc1cccc2c(-c3ccccc3)nccc12. RXN SMILES: [CH3:20][C:21]#[N:22].[Cl:23][Fe:24]([Cl:25])[Cl:26].[NH3:2].[Na:1].[c:3]1(-[c:9]2[n:10][cH:11][cH:12][c:13]3[c:14]([Cl:19])[cH:15][cH:16][cH:17][c:18]23)[cH:4][cH:5][cH:6][cH:7][cH:8]1>>[c:3]1(-[c:9]2[n:10][cH:11][cH:12][c:13]3[c:14]([CH2:20][C:21]#[N:22])[cH:15][cH:16][cH:17][c:18]23)[cH:4][cH:5][cH:6][cH:7][cH:8]1. Reactants: C(C1=CC=CC=C1)C1(C(N2N(CC=CC2C(=O)OC)C1=O)=O)CCOS(=O)(=O)C (methyl 2-benzyl-2,3,5,8-tetrahydro-2-(2-methanesulfonyloxyethyl)-1,3-dioxo-1H-pyrazolo[1,2-a]pyridazine-5-carboxylate), [I-].[Na+] (sodium iodide). Product: C(C1=CC=CC=C1)C1(C(N2N(CC=CC2C(=O)OC)C1=O)=O)CCI (methyl 2-benzyl-2,3,5,8-tetrahydro-2-(2-iodoethyl)-1,3-dioxo-1H-pyrazolo[1,2-a]pyridazine-5-carboxylate). Yield: 51.2%. Reaction SMILES: [CH2:1]([C:8]1([CH2:23][CH2:24]OS(C)(=O)=O)[C:20](=[O:21])[N:11]2[CH2:12][CH:13]=[CH:14][CH:15]([C:16]([O:18][CH3:19])=[O:17])[N:10]2[C:9]1=[O:22])[C:2]1[CH:7]=[CH:6][CH:5]=[CH:4][CH:3]=1.[I-:30].[Na+]>>[CH2:1]([C:8]1([CH2:23][CH2:24][I:30])[C:20](=[O:21])[N:11]2[CH2:12][CH:13]=[CH:14][CH:15]([C:16]([O:18][CH3:19])=[O:17])[N:10]2[C:9]1=[O:22])[C:2]1[CH:7]=[CH:6][CH:5]=[CH:4][CH:3]=1 |f:1.2|. Reported procedure: In a manner analogous to that described in Example 7(E), from 5.9 g of methyl 2-benzyl-2,3,5,8-tetrahydro-2-(2-methanesulfonyloxyethyl)-1,3-dioxo-1H-pyrazolo[1,2-a]pyridazine-5-carboxylate and 4.2 g of sodium iodide there were obtained 3.25 g (51%) of methyl 2-benzyl-2,3,5,8-tetrahydro-2-(2-iodoethyl)-1,3-dioxo-1H-pyrazolo[1,2-a]pyridazine-5-carboxylate in the form of a white solid having a melting point of 90°-92° C. (from diethyl ether). The reactants are CN(C)C=NC1=NC=C(C2=C1C(=CS2)C2=CC(=C(C=C2)NC(=O)C=2N(C1=CC=CC=C1C2)C)OC)N=C(C2=CC=CC=C2)C2=CC=CC=C2 (N-(4-{4-{[(dimethylamino)methylene]amino}-7-[(diphenylmethylene)amino]thieno[3,2-c]pyridin-3-yl}-2-methoxyphenyl)-1-methyl-1H-indole-2-carboxamide), Cl (hydrochloric acid). The solvent is O1CCCC1 (tetrahydrofuran), CO.ClCCl (methanol dichloromethane). Conditions: time 12 hour. The product is NC=1C2=C(C(=NC1)N=CN(C)C)C(=CS2)C2=CC(=C(C=C2)NC(=O)C=2N(C1=CC=CC=C1C2)C)OC (N-[4-(7-amino-4-{[(dimethylamino)methylene]amino}thieno[3,2-c]pyridin-3-yl)-2-methoxyphenyl]-1-methyl-1H-indole-2-carboxamide). Yield: 96.0%. Reaction SMILES: [CH3:1][N:2]([CH:4]=[N:5][C:6]1[C:11]2[C:12]([C:15]3[CH:20]=[CH:19][C:18]([NH:21][C:22]([C:24]4[N:25]([CH3:33])[C:26]5[C:31]([CH:32]=4)=[CH:30][CH:29]=[CH:28][CH:27]=5)=[O:23])=[C:17]([O:34][CH3:35])[CH:16]=3)=[CH:13][S:14][C:10]=2[C:9]([N:36]=C(C2C=CC=CC=2)C2C=CC=CC=2)=[CH:8][N:7]=1)[CH3:3].Cl>O1CCCC1.CO.ClCCl>[NH2:36][C:9]1[C:10]2[S:14][CH:13]=[C:12]([C:15]3[CH:20]=[CH:19][C:18]([NH:21][C:22]([C:24]4[N:25]([CH3:33])[C:26]5[C:31]([CH:32]=4)=[CH:30][CH:29]=[CH:28][CH:27]=5)=[O:23])=[C:17]([O:34][CH3:35])[CH:16]=3)[C:11]=2[C:6]([N:5]=[CH:4][N:2]([CH3:3])[CH3:1])=[N:7][CH:8]=1 |f:3.4|. Reported procedure: N-(4-{4-{[(dimethylamino)methylene]amino}-7-[(diphenylmethylene)amino]thieno[3,2-c]pyridin-3-yl}-2-methoxyphenyl)-1-methyl-1H-indole-2-carboxamide (0.117 g, 0.177 mmol) was dissolved in tetrahydrofuran (5 mL), and aqueous hydrochloric acid (1 M, 0.24 mL) was added, and the mixture was stirred at ambient temperature for 12 h. The mixture was diluted with methanol/dichloromethane (1:19, 50 mL) the resulting solution was extracted with aqueous sodium bicarbonate (1 M, 10 mL). The organic layer was ... Starting materials: COC(=O)C=1C=2C(C(NC2C=C(C1)Br)=O)(Br)Br (3,3,6-Tribromo-2-oxo-2,3-dihydro-1H-indole-4-carboxylic acid methyl ester). The reagents and catalysts are [Zn] (zinc). The solvent is C(C)(=O)O (acetic acid), C(C)(=O)OCC (ethyl acetate). The product is COC(=O)C=1C=2CC(NC2C=C(C1)Br)=O (6-Bromo-2-oxo-2,3-dihydro-1H-indole-4-carboxylic acid methyl ester). Reaction SMILES: [CH3:1][O:2][C:3]([C:5]1[C:6]2[C:7](Br)(Br)[C:8](=[O:15])[NH:9][C:10]=2[CH:11]=[C:12]([Br:14])[CH:13]=1)=[O:4]>C(O)(=O)C.C(OCC)(=O)C.[Zn]>[CH3:1][O:2][C:3]([C:5]1[C:6]2[CH2:7][C:8](=[O:15])[NH:9][C:10]=2[CH:11]=[C:12]([Br:14])[CH:13]=1)=[O:4]. Procedure: 3,3,6-Tribromo-2-oxo-2,3-dihydro-1H-indole-4-carboxylic acid methyl ester (5.90 g, 16.9 mmol) is suspended in glacial acetic acid (153 mL) and zinc dust (10 μM Mesh, 11.5 g, 169 mmol) is added over 5 minutes. The reaction is monitored by TLC and when complete (30 min) the reaction is filtered through celite and the filtrate washed with ethyl acetate. The combined filtrate and washings are evaporated in vacuo to yield an oil that is taken up in ethyl acetate (500 mL), washed with water (100 mL) a... As a reaction SMILES: [CH2:10]([CH:11]=[CH2:12])[Br:13].[CH3:14][C:15](=[O:16])[CH3:17].[OH:1][c:2]1[cH:3][cH:4][c:5]([C:8]#[N:9])[cH:6][cH:7]1>>[O:1]([c:2]1[cH:3][cH:4][c:5]([C:8]#[N:9])[cH:6][cH:7]1)[CH2:12][CH:11]=[CH2:10]. The reactants are C=CCBr, CC(C)=O, N#Cc1ccc(O)cc1. Yields the product C=CCOc1ccc(C#N)cc1. The reactants are OC1CN(CCC1)C1=CC(=[N+](C(=N1)NC(=O)OC)[O-])NC(=O)OC (dimethyl racemic-6-(3-hydroxy-1-piperidinyl)-2,4-pyrimidine-dicarbamate-3-oxide), C(Cl)Cl (methylene chloride), [OH-].[Na+] (sodium hydroxide). Solvent: O (water). Conditions: time 1 hour. The product is OC1CN(CCC1)C1=NC=2N(C(=C1)NC(=O)OC)OC(N2)=O (methyl racemic-5-(3-hydroxy-1-piperidinyl)-2-oxo-2H-[1,2,4]oxadiazolo[2,3-a]pyrimidine-7-carbamate). As a reaction SMILES: [OH:1][CH:2]1[CH2:7][CH2:6][CH2:5][N:4]([C:8]2[N:13]=[C:12]([NH:14][C:15](OC)=[O:16])[N+:11]([O-:19])=[C:10]([NH:20][C:21]([O:23][CH3:24])=[O:22])[CH:9]=2)[CH2:3]1.C(Cl)Cl.[OH-].[Na+]>O>[OH:1][CH:2]1[CH2:7][CH2:6][CH2:5][N:4]([C:8]2[CH:9]=[C:10]([NH:20][C:21]([O:23][CH3:24])=[O:22])[N:11]3[O:19][C:15](=[O:16])[N:14]=[C:12]3[N:13]=2)[CH2:3]1 |f:2.3|. Reported procedure: 5.6 G. of dimethyl racemic-6-(3-hydroxy-1-piperidinyl)-2,4-pyrimidine-dicarbamate-3-oxide are suspended in 100 ml. of methylene chloride and 100 ml. of water. The suspension is adjusted with concentrated sodium hydroxide to pH 12.7. The mixture is stirred for 1 hour, the two phases are then separated and the aqueous phase is adjusted to pH 3 with concentrated hydrochloric acid, a white precipitate separating out. This precipitate is filtered off and recrystallized from a mixture of methylene chl...